Dataset: the Open Reaction Database (ORD), a public repository of structured organic reaction records. Task: describe an organic reaction: reactants, conditions, products, and yield Starting materials: NCc1ccccc1, CCO, Cc1cc(Cl)c([N+](=O)[O-])c(O)n1. Yields the product Cc1cc(NCc2ccccc2)c([N+](=O)[O-])c(O)n1. Reaction SMILES: [CH2:13]([c:14]1[cH:15][cH:16][cH:17][cH:18][cH:19]1)[NH2:20].[CH3:21][CH2:22][OH:23].[Cl:1][c:2]1[c:3]([N+:10](=[O:11])[O-:12])[c:4]([OH:9])[n:5][c:6]([CH3:8])[cH:7]1>>[c:2]1([NH:20][CH2:13][c:14]2[cH:15][cH:16][cH:17][cH:18][cH:19]2)[c:3]([N+:10](=[O:11])[O-:12])[c:4]([OH:9])[n:5][c:6]([CH3:8])[cH:7]1.